Dataset: the Open Reaction Database (ORD), a public repository of structured organic reaction records. Task: describe an organic reaction: reactants, conditions, products, and yield Starting materials: Cl.[Cl-].C[N+]1=C(N(C(=C1)NC([C@@H](N)CC1=CC=CC=C1)=O)C)SCC(C)=O (1,3-Dimethyl-4-([(L)-phenylalanyl]amino)-2-[(2-oxopropyl)thio]imidazolium chloride hydrochloride), thione, ClCC(C)=O (chloroacetone), ClCC(C)=O (chloroacetone). Run in CC(=O)C (acetone). Reaction conditions: time 3 day. Yields the product Cl.[Cl-].C[NH+]1C(N(C(=C1)NC([C@@H](N)CC1=CC=CC=C1)=O)C)SCC(C)=O (1,3-dimethyl-4-([(L)-phenylalanyl]amino)-2-[(2-oxopropyl)thio]-1H-imidazolium chloride hydrochloride). RXN SMILES: [ClH:1].[Cl-].[CH3:3][N+:4]1[CH:8]=[C:7]([NH:9][C:10](=[O:20])[C@H:11]([CH2:13][C:14]2[CH:19]=[CH:18][CH:17]=[CH:16][CH:15]=2)[NH2:12])[N:6]([CH3:21])[C:5]=1[S:22][CH2:23][C:24](=[O:26])[CH3:25].[Cl:27]CC(=O)C>CC(C)=O>[ClH:27].[Cl-:1].[CH3:3][NH+:4]1[CH:8]=[C:7]([NH:9][C:10](=[O:20])[C@H:11]([CH2:13][C:14]2[CH:15]=[CH:16][CH:17]=[CH:18][CH:19]=2)[NH2:12])[N:6]([CH3:21])[CH:5]1[S:22][CH2:23][C:24](=[O:26])[CH3:25] |f:0.1.2,5.6.7|. Reported procedure: 1,3-Dimethyl-4-([(L)-phenylalanyl]amino)-2-[(2-oxopropyl)thio]imidazolium chloride hydrochloride was then prepared: To a solution of 0.050 g (0.00128 mol) of the thione above prepared in 12 mL of acetone was added 0.12 g (0.0013 mol) of chloroacetone, and the solution was stirred 3 days. Additional chloroacetone (0.5 mL) was added at this time and the solution was stirred and refluxed for 24 hours. The solution was concentrated under vacuum and the residue was stirred with 5 mL of ethanol satura... Starting materials: C(C1=CC=CC=C1)OC1=CC=C(C=C1)C[C@@H](C(=O)O)OCC (3-(4-Benzyloxyphenyl)-2-(S)-ethoxypropanoic acid), C(C)(=O)OCC (ethyl acetate). Reagents/catalysts: [Pd] (Pd/C). The product is C(C)OC([C@H](CC1=CC=C(C=C1)O)OCC)=O ((S)-2-ethoxy-3-(4-hydroxyphenyl)propanoic acid ethyl ester). The yield is 76.0%. As a reaction SMILES: C([O:8][C:9]1[CH:14]=[CH:13][C:12]([CH2:15][C@H:16]([O:20][CH2:21][CH3:22])[C:17]([OH:19])=[O:18])=[CH:11][CH:10]=1)C1C=CC=CC=1.[C:23](OCC)(=O)[CH3:24]>[Pd]>[CH2:23]([O:19][C:17](=[O:18])[C@@H:16]([O:20][CH2:21][CH3:22])[CH2:15][C:12]1[CH:11]=[CH:10][C:9]([OH:8])=[CH:14][CH:13]=1)[CH3:24]. Procedure: 3-(4-Benzyloxyphenyl)-2-(S)-ethoxypropanoic acid (7.13 g; 21.7 mmole) was hydrogenated at atmospheric pressure for 2 hours in ethyl acetate (70 ml) using Pd/C as catalyst. Purification by chromatography on silica gel using toluene:ethyl acetate as eluant gave 3.83 g (yield in 3 step 76%) of (S)-2-ethoxy-3-(4-hydroxyphenyl)propanoic acid ethyl ester. Starting materials: O=C([O-])[O-], CCc1nc(C=Cc2cn(-c3ccccc3C)nc2O)cs1, CN(C)C=O, CCOC(=O)Cc1ccc(-c2nc(COc3ccc(CCl)cc3OC)c(C)o2)cc1, [K+], [K+], O. Product: CCOC(=O)Cc1ccc(-c2nc(COc3ccc(COc4nn(-c5ccccc5C)cc4C=Cc4csc(CC)n4)cc3OC)c(C)o2)cc1. As a reaction SMILES: [C:53](=[O:54])([O-:55])[O-:56].[CH2:31]([CH3:32])[c:33]1[s:34][cH:35][c:36]([CH:38]=[CH:39][c:40]2[c:41]([OH:52])[n:42][n:43](-[c:45]3[c:46]([CH3:51])[cH:47][cH:48][cH:49][cH:50]3)[cH:44]2)[n:37]1.[CH3:59][N:60]([CH3:61])[CH:62]=[O:63].[Cl:1][CH2:2][c:3]1[cH:4][c:5]([O:29][CH3:30])[c:6]([O:7][CH2:8][c:9]2[n:10][c:11](-[c:15]3[cH:16][cH:17][c:18]([CH2:21][C:22](=[O:23])[O:24][CH2:25][CH3:26])[cH:19][cH:20]3)[o:12][c:13]2[CH3:14])[cH:27][cH:28]1.[K+:57].[K+:58].[OH2:64]>>[CH2:2]([c:3]1[cH:4][c:5]([O:29][CH3:30])[c:6]([O:7][CH2:8][c:9]2[n:10][c:11](-[c:15]3[cH:16][cH:17][c:18]([CH2:21][C:22](=[O:23])[O:24][CH2:25][CH3:26])[cH:19][cH:20]3)[o:12][c:13]2[CH3:14])[cH:27][cH:28]1)[O:52][c:41]1[c:40]([CH:39]=[CH:38][c:36]2[cH:35][s:34][c:33]([CH2:31][CH3:32])[n:37]2)[cH:44][n:43](-[c:45]2[c:46]([CH3:51])[cH:47][cH:48][cH:49][cH:50]2)[n:42]1. Starting materials: N1(C=NC2=C1C=CC=C2)C=2SC(=C(N2)OCC2=C(C=CC=C2)C(F)(F)F)C(=O)N (2-(1H-benzimidazol-1-yl)-4-({[2-(trifluoromethyl)phenyl]methyl}oxy)-1,3-thiazole-5-carboxamide), C(=O)([O-])[O-].[K+].[K+] (K2CO3), ClC=1SC(=C(N1)OCC1=C(C=CC=C1)C(F)(F)F)C(=O)N (2-chloro-4-({[2-(trifluoromethyl)phenyl]methyl}oxy)-1,3-thiazole-5-carboxamide), FC1=CC2=C(N=CN2)C=C1 (5-fluorobenzimidazole). Run in CN(C)C=O (DMF). Product: FC=1C=CC2=C(N(C=N2)C=2SC(=C(N2)OCC2=C(C=CC=C2)C(F)(F)F)C(=O)N)C1 (2-(6-Fluoro-1H-benzimidazol-1-yl)-4-({[2-(trifluoromethyl)phenyl]methyl}oxy)-1,3-thiazole-5-carboxamide). RXN SMILES: [N:1]1([C:10]2[S:11][C:12]([C:27]([NH2:29])=[O:28])=[C:13]([O:15][CH2:16][C:17]3[CH:22]=[CH:21][CH:20]=[CH:19][C:18]=3[C:23]([F:26])([F:25])[F:24])[N:14]=2)[C:5]2[CH:6]=[CH:7][CH:8]=[CH:9][C:4]=2[N:3]=[CH:2]1.ClC1SC(C(N)=O)=C(OCC2C=CC=CC=2C(F)(F)[F:45])N=1.FC1C=CC2N=CNC=2C=1.C([O-])([O-])=O.[K+].[K+]>CN(C=O)C>[F:45][C:7]1[CH:8]=[CH:9][C:4]2[N:3]=[CH:2][N:1]([C:10]3[S:11][C:12]([C:27]([NH2:29])=[O:28])=[C:13]([O:15][CH2:16][C:17]4[CH:22]=[CH:21][CH:20]=[CH:19][C:18]=4[C:23]([F:26])([F:25])[F:24])[N:14]=3)[C:5]=2[CH:6]=1 |f:3.4.5|. Procedure details: Following the procedure described above for the preparation of 2-(1H-benzimidazol-1-yl)-4-({[2-(trifluoromethyl)phenyl]methyl}oxy)-1,3-thiazole-5-carboxamide using the following materials: 2-chloro-4-({[2-(trifluoromethyl)phenyl]methyl}oxy)-1,3-thiazole-5-carboxamide (0.050 g, 0.14 mmol), 5-fluorobenzimidazole (0.011 g, 0.08 mmol), K2CO3 (0.011 g, 0.08 mmol) and DMF (4 mL). Data for 6 regioisomers: 1H NMR (400 MHz, CDCl3) δ 8.46 (s, 1H), 7.82-7.74 (m, 2H), 7.69-7.58 (m, 3H), 7.54-7.50 (m, 1H), 7... Starting materials: Cl[Ni]Cl (NiCl2), [OH-].[Na+] (NaOH), [OH-].[Na+] (NaOH), C(CCCCCCC\C=C/CCCCCCCC)(=O)O (oleic acid). Solvent: CO (methanol), CO (methanol). Reaction conditions: time 1 hour. Yields the product C(CCCCCCC\C=C/CCCCCCCC)(=O)[O-].[Ni+2].C(CCCCCCC\C=C/CCCCCCCC)(=O)[O-] (nickel oleate). Reaction SMILES: Cl[Ni:2]Cl.[C:4]([OH:23])(=[O:22])[CH2:5][CH2:6][CH2:7][CH2:8][CH2:9][CH2:10][CH2:11]/[CH:12]=[CH:13]\[CH2:14][CH2:15][CH2:16][CH2:17][CH2:18][CH2:19][CH2:20][CH3:21].[OH-].[Na+]>CO>[C:4]([O-:23])(=[O:22])[CH2:5][CH2:6][CH2:7][CH2:8][CH2:9][CH2:10][CH2:11]/[CH:12]=[CH:13]\[CH2:14][CH2:15][CH2:16][CH2:17][CH2:18][CH2:19][CH2:20][CH3:21].[Ni+2:2].[C:4]([O-:23])(=[O:22])[CH2:5][CH2:6][CH2:7][CH2:8][CH2:9][CH2:10][CH2:11]/[CH:12]=[CH:13]\[CH2:14][CH2:15][CH2:16][CH2:17][CH2:18][CH2:19][CH2:20][CH3:21] |f:2.3,5.6.7|. Procedure details: 1.30 g of NiCl2 was dissolved in 100 mL of methanol, and then 5.5 mL oleic acid was added. A NaOH solution with 0.8 g of NaOH in 200 mL of methanol was dropped into the solution under magnetic stirring conditions. The reaction was carried out for one hour. The observed green precipitate of Ni (II) oleate was extracted with hexane. The solvents were removed under vacuum overnight. Reactants: C(O)([O-])=O.[Na+] (sodium hydrogencarbonate), C(C)(C)(C)OC(=O)N1CCNCC1 (1-(tert-butoxycarbonyl)piperazine), C(C)(C)N(C(C)C)CC (N,N-diisopropylethylamine), BrCCC(F)(F)F (1-bromo-3,3,3-trifluoropropane). The solvent is CN(C=O)C (N,N-dimethylformamide). Run at temperature 60 celsius, time 4 hour. Yields the product FC(CCN1CCN(CC1)C(=O)OC(C)(C)C)(F)F (tert-Butyl 4-(3,3,3-trifluoropropyl)-1-piperazine-carboxylate). RXN SMILES: [C:1]([O:5][C:6]([N:8]1[CH2:13][CH2:12][NH:11][CH2:10][CH2:9]1)=[O:7])([CH3:4])([CH3:3])[CH3:2].C(N(CC)C(C)C)(C)C.Br[CH2:24][CH2:25][C:26]([F:29])([F:28])[F:27].C(=O)([O-])O.[Na+]>CN(C)C=O>[F:27][C:26]([F:29])([F:28])[CH2:25][CH2:24][N:11]1[CH2:12][CH2:13][N:8]([C:6]([O:5][C:1]([CH3:4])([CH3:2])[CH3:3])=[O:7])[CH2:9][CH2:10]1 |f:3.4|. Procedure: To a solution of 1-(tert-butoxycarbonyl)piperazine (5.00 g) and N,N-diisopropylethylamine (4.68 ml) in N,N-dimethylformamide (13 ml) was added 1-bromo-3,3,3-trifluoropropane (5.00 ml) at 60° C. The mixture was stirred at 60° C. for 4 hours. The reaction mixture was poured into saturated aqueous sodium hydrogencarbonate solution and extracted with hexane. The organic layer was washed successively with saturated aqueous ammonium chloride solution, aqueous sodium hydrogencarbonate solution and brin... Starting materials: NC1=C(C=C(C=C1)C1=NC2=C(N1)C=CC(=C2)NCCOC)[N+](=O)[O-] ([2-(4-amino-3-nitro-phenyl)-1H-benzoimidazol-5-yl]-(2-methoxy-ethyl)-amine). Reagents/catalysts: [Pd] (palladium on carbon). Solvent: C(C)(=O)OCC.CO (ethyl acetate methanol). Reaction conditions: time 1 day. Product: COCCNC1=CC2=C(NC(=N2)C=2C=C(C(=CC2)N)N)C=C1 (4-[5-(2-methoxy-ethylamino)-1H-benzoimidazol-2-yl]-benzene-1,2-diamine). RXN SMILES: [NH2:1][C:2]1[CH:7]=[CH:6][C:5]([C:8]2[NH:12][C:11]3[CH:13]=[CH:14][C:15]([NH:17][CH2:18][CH2:19][O:20][CH3:21])=[CH:16][C:10]=3[N:9]=2)=[CH:4][C:3]=1[N+:22]([O-])=O>[Pd].C(OCC)(=O)C.CO>[CH3:21][O:20][CH2:19][CH2:18][NH:17][C:15]1[CH:14]=[CH:13][C:11]2[NH:12][C:8]([C:5]3[CH:4]=[C:3]([NH2:22])[C:2]([NH2:1])=[CH:7][CH:6]=3)=[N:9][C:10]=2[CH:16]=1 |f:2.3|. Procedure: To a solution of [2-(4-amino-3-nitro-phenyl)-1H-benzoimidazol-5-yl]-(2-methoxy-ethyl)-amine (0.5 g, 1.5 mmol) in 4:1 ethyl acetate/methanol (50 ml) under nitrogen, was added 5% palladium on carbon (120 mg) and the mixture was first evacuated and then stirred at room temperature under an atmosphere of hydrogen for 1 day. The reaction mixture was then filtered through Celite, washed with 1:1 ethyl acetate/methanol (10 mL), and the combined filtrate and washings were concentrated to give the crude ... The reactants are NC=1C=C(C(=O)C2=CC=C3CC(NC3=C2)=O)C=CC1 (6-(3-Amino-benzoyl)-1,3-dihydro-indol-2-one), acid chloride, ClC1=C(C(=NN1C)C)C(=O)O (5-Chloro-1,3-dimethyl-1H-pyrazole-4-carboxylic acid), S(=O)(Cl)Cl (thionyl chloride). Solvent: C1CCOC1 (THF). Procedure details: A dry 25 mL flask was charged with 5-Chloro-1,3-dimethyl-1H-pyrazole-4-carboxylic acid (0.180 g, 0.873 mmol) and thionyl chloride (10 mL) and allowed to stir at 79° C. for 2 h. The thionyl chloride was then removed by rotary evaporation. The crude acid chloride dissolved in THF (5 mL). 6-(3-Amino-benzoyl)-1,3-dihydro-indol-2-one (as prepared in Example 40, 0.200 g, 0.794 mmol) was added to the THF solution of the acid chloride, and the mixture was allowed to reflux for 2 h. The reaction mixture ... RXN SMILES: [Cl:1][C:2]1[N:6]([CH3:7])[N:5]=[C:4]([CH3:8])[C:3]=1[C:9]([OH:11])=O.S(Cl)(Cl)=O.[NH2:16][C:17]1[CH:18]=[C:19]([CH:32]=[CH:33][CH:34]=1)[C:20]([C:22]1[CH:30]=[C:29]2[C:25]([CH2:26][C:27](=[O:31])[NH:28]2)=[CH:24][CH:23]=1)=[O:21]>C1COCC1>[O:31]=[C:27]1[CH2:26][C:25]2[C:29](=[CH:30][C:22]([C:20]([C:19]3[CH:18]=[C:17]([NH:16][C:9]([C:3]4[C:4]([CH3:8])=[N:5][N:6]([CH3:7])[C:2]=4[Cl:1])=[O:11])[CH:34]=[CH:33][CH:32]=3)=[O:21])=[CH:23][CH:24]=2)[NH:28]1. Conditions: temperature 79 celsius, time 2 hour. Yields the product O=C1NC2=CC(=CC=C2C1)C(=O)C=1C=C(C=CC1)NC(=O)C=1C(=NN(C1Cl)C)C (5-Chloro-1,3-dimethyl-1H-pyrazole-4-carboxylic acid [3-(2-oxo-2,3-dihydro-1H-indole-6-carbonyl)-phenyl]-amide). Yield: 71.9%. Reactants: N(N)C=1N=NC=2C3=C(CCC2C1)C=CC=C3 (3-Hydrazinyl-5,6-dihydrobenzo[h]cinnoline), C(#N)\N=C(\NC1=CC(=C(C=C1)N1CCC(CC1)N1CCCC1)F)/OC1=CC=CC=C1 ((Z)-phenyl N′-cyano-N-(3-fluoro-4-(4-(pyrrolidin-1-yl)piperidin-1-yl)phenyl)carbamimidate). The solvent is C(C)(C)O (isopropanol). Product: N1=NC(=CC=2CCC3=C(C12)C=CC=C3)N3N=C(N=C3N)NC3=CC(=C(C=C3)N3CCC(CC3)N3CCCC3)F (1-(5,6-dihydrobenzo[h]cinnolin-3-yl)-N3-(3-fluoro-4-(4-(pyrrolidin-1-yl)piperidin-1-yl)phenyl)-1H-1,2,4-triazole-3,5-diamine), compound #170. As a reaction SMILES: [NH:1]([C:3]1[N:4]=[N:5][C:6]2[C:7]3[CH:16]=[CH:15][CH:14]=[CH:13][C:8]=3[CH2:9][CH2:10][C:11]=2[CH:12]=1)[NH2:2].[C:17](/[N:19]=[C:20](\OC1C=CC=CC=1)/[NH:21][C:22]1[CH:27]=[CH:26][C:25]([N:28]2[CH2:33][CH2:32][CH:31]([N:34]3[CH2:38][CH2:37][CH2:36][CH2:35]3)[CH2:30][CH2:29]2)=[C:24]([F:39])[CH:23]=1)#[N:18]>C(O)(C)C>[N:5]1[C:6]2[C:7]3[CH:16]=[CH:15][CH:14]=[CH:13][C:8]=3[CH2:9][CH2:10][C:11]=2[CH:12]=[C:3]([N:1]2[C:17]([NH2:18])=[N:19][C:20]([NH:21][C:22]3[CH:27]=[CH:26][C:25]([N:28]4[CH2:33][CH2:32][CH:31]([N:34]5[CH2:38][CH2:37][CH2:36][CH2:35]5)[CH2:30][CH2:29]4)=[C:24]([F:39])[CH:23]=3)=[N:2]2)[N:4]=1. Reported procedure: 3-Hydrazinyl-5,6-dihydrobenzo[h]cinnoline (51 mg, 0.24 mMol) and (Z)-phenyl N′-cyano-N-(3-fluoro-4-(4-(pyrrolidin-1-yl)piperidin-1-yl)phenyl)carbamimidate (98 mg, 0.24 mMol) were suspended in isopropanol (3 mL) and subjected to microwave irradiation (150° C., 20 min). The crude product was purified by radial chromatography on silica gel, eluting with 95% dichloromethane and 5% 2M ammonia in methanol to give 1-(5,6-dihydrobenzo[h]cinnolin-3-yl)-N3-(3-fluoro-4-(4-(pyrrolidin-1-yl)piperidin-1-yl)ph... The product is COc1cccc(Nc2cc3nccc(Oc4ccc(NC(=S)NC(=O)Cc5ccccc5OC)cc4F)c3s2)c1. Reactants: COc1ccccc1CC(=O)N=C=S, CCO, Cc1ccccc1, COc1cccc(Nc2cc3nccc(Oc4ccc(N)cc4F)c3s2)c1. RXN SMILES: [CH3:28][O:29][c:30]1[c:31]([CH2:36][C:37](=[O:38])[N:39]=[C:40]=[S:41])[cH:32][cH:33][cH:34][cH:35]1.[CH3:42][CH2:43][OH:44].[CH3:45][c:46]1[cH:47][cH:48][cH:49][cH:50][cH:51]1.[NH2:1][c:2]1[cH:3][c:4]([F:27])[c:5]([O:6][c:7]2[c:8]3[c:9]([n:10][cH:11][cH:12]2)[cH:13][c:14]([NH:16][c:17]2[cH:18][c:19]([O:23][CH3:24])[cH:20][cH:21][cH:22]2)[s:15]3)[cH:25][cH:26]1>>[NH:1]([c:2]1[cH:3][c:4]([F:27])[c:5]([O:6][c:7]2[c:8]3[c:9]([n:10][cH:11][cH:12]2)[cH:13][c:14]([NH:16][c:17]2[cH:18][c:19]([O:23][CH3:24])[cH:20][cH:21][cH:22]2)[s:15]3)[cH:25][cH:26]1)[C:40]([NH:39][C:37]([CH2:36][c:31]1[c:30]([O:29][CH3:28])[cH:35][cH:34][cH:33][cH:32]1)=[O:38])=[S:41].